describe an organic reaction: reactants, conditions, products, and yield From a dataset of the Open Reaction Database (ORD), a public repository of structured organic reaction records. The reactants are FC(SCl)(F)F (Trifluoromethylsulfenyl chloride), ClC1=CC=C(C=C1)C=1NC=CC1 (2-(p-chlorophenyl)pyrrole), C([O-])([O-])=O.[Na+].[Na+] (sodium carbonate). Run in CCOCC (ether), O.CCOCC (water ether). Reaction conditions: time 0.5 hour. Product: ClC1=CC=C(C=C1)C=1NC(=CC1)SC(F)(F)F (2-(p-Chlorophenyl)-5-[(trifluoromethyl)thio]pyrrole). As a reaction SMILES: [F:1][C:2]([F:6])([F:5])[S:3]Cl.[Cl:7][C:8]1[CH:13]=[CH:12][C:11]([C:14]2[NH:15][CH:16]=[CH:17][CH:18]=2)=[CH:10][CH:9]=1.C(=O)([O-])[O-].[Na+].[Na+]>CCOCC.O.CCOCC>[Cl:7][C:8]1[CH:9]=[CH:10][C:11]([C:14]2[NH:15][C:16]([S:3][C:2]([F:6])([F:5])[F:1])=[CH:17][CH:18]=2)=[CH:12][CH:13]=1 |f:2.3.4,6.7|. Procedure: Trifluoromethylsulfenyl chloride is bubbled into a solution of 2-(p-chlorophenyl)pyrrole (0.5 g, 0.00281 mol) and sodium carbonate (0.36 g, 0.00338 mol) in ether at -30° C. under nitrogen. The reaction mixture is stirred for 1/2 hour and diluted with a water/ether mixture. The organic phase is separated, washed with brine, dried over anhydrous magnesium sulfate and concentrated in vacuo to give the title product as a purple solid (0.78 g, mp 34°-39° C.) which is identified by 1HNMR and 13CNMR sp... As a reaction SMILES: C[C:2]1([C:18]2[CH:23]=[CH:22][CH:21]=[CH:20][CH:19]=2)[CH2:10][C:9]2[C:4](=[C:5]([Cl:16])[C:6]([Cl:15])=[C:7]([OH:14])[C:8]=2[CH2:11][CH:12]=[CH2:13])[C:3]1=[O:17].C([O-])(=[O:26])C.[Na+].C(OO)(=O)C>ClCCl>[Cl:15][C:6]1[C:7]2[O:14][CH:12]([CH2:13][OH:26])[CH2:11][C:8]=2[C:9]2[CH2:10][CH:2]([C:18]3[CH:23]=[CH:22][CH:21]=[CH:20][CH:19]=3)[C:3](=[O:17])[C:4]=2[C:5]=1[Cl:16] |f:1.2|. Procedure details: To a solution of 2-methyl-2-phenyl-4-allyl-5-hydroxy-6,7-dichloro-1-indanone (8.2 g., 0.024 mole) in dichloromethane (80 ml.) is added sodium acetate (150 mg.) and 40% peracetic acid (6 ml.). The reaction is stirred at 25°C. for 12 days during which time two 1 ml. portions of 40% peracetic acid are added at four day intervals. The reaction mixture is washed with water, aqueous sodium bicarbonate and brine. The solvent is distilled at reduced pressure and the residual oil is heated at 120°C. for ... The solvent is ClCCl (dichloromethane). The product is ClC1=C(C=2C(C(CC2C2=C1OC(C2)CO)C2=CC=CC=C2)=O)Cl (4,5-dichloro-2-hydroxymethyl-6-oxo-7-phenyl-1,2,7,8-tetrahydro-6H-indeno-[5,4-b]-furan). The reactants are CC1(C(C2=C(C(=C(C(=C2C1)CC=C)O)Cl)Cl)=O)C1=CC=CC=C1 (2-methyl-2-phenyl-4-allyl-5-hydroxy-6,7-dichloro-1-indanone), C(C)(=O)[O-].[Na+] (sodium acetate), C(C)(=O)OO (peracetic acid), two, C(C)(=O)OO (peracetic acid). Reaction conditions: temperature 120 celsius. Product: C(C=C)(=O)NC=1C=C(C=CC1)C=1NC=2N(N=C(C2C(=O)N)C2=CC=C(C=C2)OC2=CC=CC=C2)C1 (2-(3-Acrylamidophenyl)-6-(4-phenoxyphenyl)-1H-imidazo[1,2-b]pyrazole-7-carboxamide). The reactants are NC=1C=C(C=CC1)C=1NC=2N(N=C(C2C(=O)N)C2=CC=C(C=C2)OC2=CC=CC=C2)C1 (2-(3-aminophenyl)-6-(4-phenoxyphenyl)-1H-imidazo[1,2-b]pyrazole-7-carboxamide), C(C=C)(=O)Cl (acryloyl chloride), compound 8. As a reaction SMILES: [NH2:1][C:2]1[CH:3]=[C:4]([C:8]2[NH:9][C:10]3[N:11]([CH:31]=2)[N:12]=[C:13]([C:18]2[CH:23]=[CH:22][C:21]([O:24][C:25]4[CH:30]=[CH:29][CH:28]=[CH:27][CH:26]=4)=[CH:20][CH:19]=2)[C:14]=3[C:15]([NH2:17])=[O:16])[CH:5]=[CH:6][CH:7]=1.[C:32](Cl)(=[O:35])[CH:33]=[CH2:34]>>[C:32]([NH:1][C:2]1[CH:3]=[C:4]([C:8]2[NH:9][C:10]3[N:11]([CH:31]=2)[N:12]=[C:13]([C:18]2[CH:23]=[CH:22][C:21]([O:24][C:25]4[CH:26]=[CH:27][CH:28]=[CH:29][CH:30]=4)=[CH:20][CH:19]=2)[C:14]=3[C:15]([NH2:17])=[O:16])[CH:5]=[CH:6][CH:7]=1)(=[O:35])[CH:33]=[CH2:34]. Procedure: The desired product was prepared from 2-(3-aminophenyl)-6-(4-phenoxyphenyl)-1H-imidazo[1,2-b]pyrazole-7-carboxamide and acryloyl chloride using the procedure similar to that for compound 8. 1H NMR (400 MHz, CD3OD-d4) δ 8.06 (s, 1H), 7.83 (s, 1H), 7.64 (d, J=8.4 Hz, 1H), 7.52-7.38 (m, 5H), 7.15 (t, J=7.6 Hz, 1H), 7.09-7.05 (m, 4H), 6.49-6.37 (m, 2H) and 5.80 (dd, J=4.0, 8.8 Hz, 1H). MS (ESI) m/e [M+1]+ 463.9. Starting materials: C1CCOC1, CCOC(=O)c1[se]c(-c2ccccc2)cc1N=NN(C)C, [NH4+], [OH-], O. Product: CN(C)N=Nc1cc(-c2ccccc2)[se]c1C(N)=O. Reaction SMILES: [CH2:25]1[O:26][CH2:27][CH2:28][CH2:29]1.[CH3:3][N:4]([CH3:5])[N:6]=[N:7][c:8]1[c:9]([C:19]([O:21][CH2:20][CH3:22])=[O:23])[se:10][c:11](-[c:13]2[cH:14][cH:15][cH:16][cH:17][cH:18]2)[cH:12]1.[NH4+:1].[OH-:2].[OH2:24]>>[NH2:1][C:19]([c:9]1[c:8]([N:7]=[N:6][N:4]([CH3:3])[CH3:5])[cH:12][c:11](-[c:13]2[cH:14][cH:15][cH:16][cH:17][cH:18]2)[se:10]1)=[O:21]. Starting materials: CCN=C=NCCCN(C)C (EDCI), COC1=CC=C(C=C1)C1(OCCO1)CN ([2-(4-methoxyphenyl)-[1,3]-dioxolan-2-yl]methylamine), CCN(C(C)C)C(C)C (DIPEA), ClC=1C=C2C(=CN1)NC(=C2)C(=O)O (5-chloro-1H-pyrrolo[2,3-c]pyridine-2-carboxylic acid), C=1C=CC2=C(C1)N=NN2O (HOBT). The solvent is ClCCl (dichloromethane). Conditions: time 2 minute. Yields the product COC1=CC=C(C=C1)C1(OCCO1)CNC(=O)C1=CC=2C(=CN=C(C2)Cl)N1 (5-Chloro-1H-pyrrolo[2,3-c]pyridine-2-carboxylic acid [2-(4-methoxyphenyl)-[1,3]-dioxolan-2-ylmethyl]amide). As a reaction SMILES: [CH3:1][O:2][C:3]1[CH:8]=[CH:7][C:6]([C:9]2([CH2:14][NH2:15])[O:13][CH2:12][CH2:11][O:10]2)=[CH:5][CH:4]=1.CCN(C(C)C)C(C)C.[Cl:25][C:26]1[CH:27]=[C:28]2[CH:34]=[C:33]([C:35](O)=[O:36])[NH:32][C:29]2=[CH:30][N:31]=1.C1C=CC2N(O)N=NC=2C=1.CCN=C=NCCCN(C)C>ClCCl>[CH3:1][O:2][C:3]1[CH:4]=[CH:5][C:6]([C:9]2([CH2:14][NH:15][C:35]([C:33]3[NH:32][C:29]4=[CH:30][N:31]=[C:26]([Cl:25])[CH:27]=[C:28]4[CH:34]=3)=[O:36])[O:10][CH2:11][CH2:12][O:13]2)=[CH:7][CH:8]=1. Procedure: To a solution of [2-(4-methoxyphenyl)-[1,3]-dioxolan-2-yl]methylamine (Preparation 45, 0.117 g, 0.56 mmol) in dichloromethane (5 mL) was added DIPEA (213 μL, 1.22 mmol), 5-chloro-1H-pyrrolo[2,3-c]pyridine-2-carboxylic acid (Preparation 18, 0.100 g, 0.51 mmol) and HOBT (0.076 g, 0.56 mmol). The resulting solution was stirred for 2 min then EDCI (0.117 g, 0.61 mmol) was added and stirring was continued for 18 h at rt. The reaction mixture was partitioned between dichloromethane (30 mL) and water (... Reactants: Br.ClC1=CC=C(CC2CCN(CC2)CCOC2=CC=C(C=C2)[N+](=O)[O-])C=C1 (4-(4-chlorobenzyl)-1-(2-(4-nitrophenoxy)ethyl)piperidine hydrobromide). Reagents/catalysts: [Pd] (Pd/C). The solvent is CO (MeOH). Conditions: time 2.25 hour. Product: Br.Br.NC1=CC=C(OCCN2CCC(CC2)CC2=CC=C(C=C2)Cl)C=C1 (1-(2-(4-Aminophenoxy)ethyl)-4-(4-chlorobenzyl)piperidine dihydrobromide). Isolated yield 125.6%. As a reaction SMILES: [BrH:1].[Cl:2][C:3]1[CH:27]=[CH:26][C:6]([CH2:7][CH:8]2[CH2:13][CH2:12][N:11]([CH2:14][CH2:15][O:16][C:17]3[CH:22]=[CH:21][C:20]([N+:23]([O-])=O)=[CH:19][CH:18]=3)[CH2:10][CH2:9]2)=[CH:5][CH:4]=1>CO.[Pd]>[BrH:1].[BrH:1].[NH2:23][C:20]1[CH:19]=[CH:18][C:17]([O:16][CH2:15][CH2:14][N:11]2[CH2:10][CH2:9][CH:8]([CH2:7][C:6]3[CH:5]=[CH:4][C:3]([Cl:2])=[CH:27][CH:26]=3)[CH2:13][CH2:12]2)=[CH:22][CH:21]=1 |f:0.1,4.5.6|. Procedure details: A mixture of 4-(4-chlorobenzyl)-1-(2-(4-nitrophenoxy)ethyl)piperidine hydrobromide (500 mg, 1.10 mmol) and Pd/C (10%, 50 mg) in MeOH (25 mL) was shaken under H2 (20-30 psi, Parr) for 2.25 h and worked up to give a beige powder (350 mg, 63%): mp>130° C.; 1H NMR (DMSO-d6) 1.37-1.88 (m, 5 H), 2.45-3.75 (m, 8 H), 4.30-4.42 (m, 2 H), 7.04-7.38 (m, 8 H), 9.35-10.20 (m, 4 H); HRMS Calcd for C20H25ClN2O: 344.1655. Found: 344.1656. The reactants are FC(OC1=CC=C(C=C1)N1N=C(N=C1)C1=CC=C(C=C1)NC(OC(C)C=1C=NC(=CC1)C(F)(F)F)=O)(F)F (1-(6-(Trifluoromethyl)pyridin-3-yl)ethyl 4-(1-(4-(trifluoromethoxy)phenyl)-1H-1,2,4-triazol-3-yl)phenylcarbamate), [H-].[Na+] (NaH), ICC (Iodoethane), [H-].[Na+] (NaH), ICC (iodoethane). Run in CN(C)C=O (DMF). Reaction conditions: temperature 0 celsius, time 10 minute. Yields the product C(C)N(C(OC(C)C=1C=NC(=CC1)C(F)(F)F)=O)C1=CC=C(C=C1)C1=NN(C=N1)C1=CC=C(C=C1)OC(F)(F)F (1-(6-(trifluoromethyl)pyridin-3-yl)ethyl ethyl(4-(1-(4-(trifluoromethoxy)phenyl)-1H-1,2,4-triazol-3-yl)phenyl)carbamate). Yield: 92.1%. Reaction SMILES: [F:1][C:2]([F:38])([F:37])[O:3][C:4]1[CH:9]=[CH:8][C:7]([N:10]2[CH:14]=[N:13][C:12]([C:15]3[CH:20]=[CH:19][C:18]([NH:21][C:22](=[O:36])[O:23][CH:24]([C:26]4[CH:27]=[N:28][C:29]([C:32]([F:35])([F:34])[F:33])=[CH:30][CH:31]=4)[CH3:25])=[CH:17][CH:16]=3)=[N:11]2)=[CH:6][CH:5]=1.[H-].[Na+].I[CH2:42][CH3:43]>CN(C=O)C>[CH2:42]([N:21]([C:18]1[CH:17]=[CH:16][C:15]([C:12]2[N:13]=[CH:14][N:10]([C:7]3[CH:8]=[CH:9][C:4]([O:3][C:2]([F:1])([F:37])[F:38])=[CH:5][CH:6]=3)[N:11]=2)=[CH:20][CH:19]=1)[C:22](=[O:36])[O:23][CH:24]([C:26]1[CH:27]=[N:28][C:29]([C:32]([F:34])([F:35])[F:33])=[CH:30][CH:31]=1)[CH3:25])[CH3:43] |f:1.2|. Procedure: 1-(6-(Trifluoromethyl)pyridin-3-yl)ethyl 4-(1-(4-(trifluoromethoxy)phenyl)-1H-1,2,4-triazol-3-yl)phenylcarbamate (54 mg, 0.10 mmol) was dissolved in anhydrous DMF (0.5 mL) under N2 and cooled to 0° C. NaH (60% suspension in mineral oil; 4.4 mg, 0.11 mmol) was added, and the mixture was stirred for 10 min at 0° C. Iodoethane (9 μL, 0.11 mmol) was added, and the mixture was warmed to ambient temperature and stirred for 1 h. Additional NaH (4 mg) and iodoethane (5 μL) were added at ambient temperat... The reactants are P(=O)(Cl)(Cl)Cl (Phosphorus oxychloride), FC1=CC=C(C=C1)N1C(C(=NC=C1)N(C(COC1=CC=CC=C1)=N)O)=O (N-[4-(4-fluoro-phenyl)-3-oxo-3,4-dihydro-pyrazin-2-yl]-N-hydroxy-2-phenoxy-acetamidine), C(=O)([O-])[O-].[Na+].[Na+] (Na2CO3). The solvent is C1CCOC1 (THF). Reaction conditions: temperature 100 celsius, time 5 minute. The product is FC1=CC=C(C=C1)N1C(C=2N(C=C1)N=C(N2)COC2=CC=CC=C2)=O (7-(4-fluoro-phenyl)-2-phenoxymethyl-7H-[1,2,4]triazolo[1,5-a]pyrazin-8-one). The yield is 6.3%. As a reaction SMILES: P(Cl)(Cl)(Cl)=O.[F:6][C:7]1[CH:12]=[CH:11][C:10]([N:13]2[CH:18]=[CH:17][N:16]=[C:15]([N:19](O)[C:20](=[NH:29])[CH2:21][O:22][C:23]3[CH:28]=[CH:27][CH:26]=[CH:25][CH:24]=3)[C:14]2=[O:31])=[CH:9][CH:8]=1.C([O-])([O-])=O.[Na+].[Na+]>C1COCC1>[F:6][C:7]1[CH:12]=[CH:11][C:10]([N:13]2[CH:18]=[CH:17][N:16]3[N:29]=[C:20]([CH2:21][O:22][C:23]4[CH:28]=[CH:27][CH:26]=[CH:25][CH:24]=4)[N:19]=[C:15]3[C:14]2=[O:31])=[CH:9][CH:8]=1 |f:2.3.4|. Procedure details: Phosphorus oxychloride (0.28 mL, 3.0 mmol) was added to a solution of N-[4-(4-fluoro-phenyl)-3-oxo-3,4-dihydro-pyrazin-2-yl]-N-hydroxy-2-phenoxy-acetamidine (0.35 g. 1.51 mmol) in THF (8 mL) at 0° C. The reaction was stirred at 100° C. for 5 minutes under microwave irradiation. The reaction mixture was basified with a saturated solution of Na2CO3. The organic layer was separated, dried (Na2SO4), filtered and the solvent evaporated in vacuo. The crude product was purified by flash column chromato...